The task is: describe an organic reaction: reactants, conditions, products, and yield. This data is from the Open Reaction Database (ORD), a public repository of structured organic reaction records. Reactants: C(C1=CC=CC=C1)OCC(O)[C@H]1NCCC1 ((2S)-2-(2-benzyloxy-1-hydroxyethyl)pyrrolidine), C(C)(C)(C)OC(=O)N1[C@H](C(=O)O)CCC1 (N-(tert-butoxycarbonyl)-L-proline). Yields the product C(C)(C)(C)OC(=O)N1[C@H](C(=O)N2[C@@H](CCC2)C(COCC2=CC=CC=C2)O)CCC1 ((2S)-1-[N-(tert-Butoxycarbonyl)-L-prolyl]-2-(2-benzyloxy-1-hydroxyethyl)pyrrolidine). Yield: 48.8%. Reaction SMILES: [CH2:1]([O:8][CH2:9][CH:10]([C@@H:12]1[CH2:16][CH2:15][CH2:14][NH:13]1)[OH:11])[C:2]1[CH:7]=[CH:6][CH:5]=[CH:4][CH:3]=1.[C:17]([O:21][C:22]([N:24]1[CH2:31][CH2:30][CH2:29][C@H:25]1[C:26](O)=[O:27])=[O:23])([CH3:20])([CH3:19])[CH3:18]>>[C:17]([O:21][C:22]([N:24]1[CH2:31][CH2:30][CH2:29][C@H:25]1[C:26]([N:13]1[CH2:14][CH2:15][CH2:16][C@H:12]1[CH:10]([OH:11])[CH2:9][O:8][CH2:1][C:2]1[CH:3]=[CH:4][CH:5]=[CH:6][CH:7]=1)=[O:27])=[O:23])([CH3:20])([CH3:18])[CH3:19]. Reported procedure: By the same procedure as in Example 26-D), (2S)-2-(2-benzyloxy-1-hydroxyethyl)pyrrolidine (297 mg) and N-(tert-butoxycarbonyl)-L-proline (318 mg) were subjected to dehydration condensation reaction to give 274 mg of the title compound. Reaction SMILES: [Cl-].[C:2]1([NH+:8]([C:10]2[CH:15]=[CH:14][CH:13]=[CH:12][CH:11]=2)N)[CH:7]=[CH:6][CH:5]=[CH:4][CH:3]=1.[CH2:16]1[C:24]2[C:19](=[CH:20][CH:21]=[CH:22][CH:23]=2)[CH2:18][C:17]1=O.C(O)C>O>[C:2]1([N:8]2[C:10]3[C:15](=[CH:14][CH:13]=[CH:12][CH:11]=3)[C:18]3[C:19]4[C:24]([CH2:16][C:17]2=3)=[CH:23][CH:22]=[CH:21][CH:20]=4)[CH:7]=[CH:6][CH:5]=[CH:4][CH:3]=1 |f:0.1|. The reactants are [Cl-].C1(=CC=CC=C1)[NH+](N)C1=CC=CC=C1 (N,N-diphenylhydrazinium chloride), C1C(CC2=CC=CC=C12)=O (2-indanone), C(C)O (ethanol). Reported procedure: In a 0.25 l bulb were placed 10 g (45 mmol) of N,N-diphenylhydrazinium chloride, 6.0 g (45 mmol) of 2-indanone and 50 ml of ethanol. The thus obtained mixture was heated at reflux for 4 hours and it was poured into water; the residual mixture was extracted with CH2Cl2 (150 ml) and the solvent was evaporated. The wanted compound was isolated by passing the obtained mixture through a column of silicagel, eluting with benzene/hexane=1:2. The resulting solution was evaporated and treated with 10 ml ... Isolated yield 42.7%. The product is C1(=CC=CC=C1)N1C2=C(C3=CC=CC=C13)C1=CC=CC=C1C2 (N-phenyl-5,6-dihydroindeno[2,1-b]indole). Run in O (water). Starting materials: Cl.FC(C=1C=C(C=C(C1)C(F)(F)F)[C@@H](C)N(C(=O)N1CCNCC[C@@H]1C1=C(C=C(C=C1)F)C)C)(F)F (7-(R)-(4-Fluoro-2-methyl-phenyl)-[1,4]-diazepane-1-carboxylic acid, [1-(R)-(3,5-bis-trifluoromethyl-phenyl)-ethyl]-methylamide hydrochloride), C=O (formaldehyde). The reagents and catalysts are [Pd] (Pd/C). The solvent is CO (MeOH). Run at time 1 hour. The product is Cl.FC(C=1C=C(C=C(C1)C(F)(F)F)[C@@H](C)N(C(=O)N1CCN(CC[C@@H]1C1=C(C=C(C=C1)F)C)C)C)(F)F (7-(R)-(4-Fluoro-2-methyl-phenyl)-4-methyl-[1,4]-diazepane-1-carboxylic acid, [1-(R)-(3,5-bis-trifluoromethyl-phenyl)-ethyl]-methylamide hydrochloride). Reaction SMILES: [ClH:1].[F:2][C:3]([F:36])([F:35])[C:4]1[CH:5]=[C:6]([C@H:14]([N:16]([CH3:34])[C:17]([N:19]2[C@@H:25]([C:26]3[CH:31]=[CH:30][C:29]([F:32])=[CH:28][C:27]=3[CH3:33])[CH2:24][CH2:23][NH:22][CH2:21][CH2:20]2)=[O:18])[CH3:15])[CH:7]=[C:8]([C:10]([F:13])([F:12])[F:11])[CH:9]=1.[CH2:37]=O>CO.[Pd]>[ClH:1].[F:36][C:3]([F:2])([F:35])[C:4]1[CH:5]=[C:6]([C@H:14]([N:16]([CH3:34])[C:17]([N:19]2[C@@H:25]([C:26]3[CH:31]=[CH:30][C:29]([F:32])=[CH:28][C:27]=3[CH3:33])[CH2:24][CH2:23][N:22]([CH3:37])[CH2:21][CH2:20]2)=[O:18])[CH3:15])[CH:7]=[C:8]([C:10]([F:11])([F:12])[F:13])[CH:9]=1 |f:0.1,5.6|. Procedure details: A mixture of example 4 (10 mg), aqueous formaldehyde (29 μL) and 10% Pd/C (5 mg) in anhydrous MeOH (1 mL) was hydrogenated at r.t. and Patm. for 1 hour. The mixture was filtered and the organic layer was concentrated in vacuo. The residue was triturated with Et2O/pentane to give the title compound (5 mg) as a whitish solid. Solvent: C1(=CC=CC=C1)C (toluene). Reaction SMILES: [Br:1][CH2:2][C:3]1[CH:8]=[CH:7][CH:6]=[CH:5][C:4]=1[NH:9][C:10](=[O:33])[CH2:11][C:12]1[CH:17]=[CH:16][C:15]([O:18][CH2:19][CH2:20][CH2:21][CH2:22][CH2:23][CH2:24][CH2:25][CH2:26][CH2:27][CH2:28][CH2:29][CH2:30][CH2:31][CH3:32])=[CH:14][CH:13]=1.C[C:35]1[S:39][CH:38]=[N:37][CH:36]=1.[CH3:40]COCC>C1(C)C=CC=CC=1>[Br-:1].[CH3:40][N+:37]1([CH2:2][C:3]2[CH:8]=[CH:7][CH:6]=[CH:5][C:4]=2[NH:9][C:10](=[O:33])[CH2:11][C:12]2[CH:17]=[CH:16][C:15]([O:18][CH2:19][CH2:20][CH2:21][CH2:22][CH2:23][CH2:24][CH2:25][CH2:26][CH2:27][CH2:28][CH2:29][CH2:30][CH2:31][CH3:32])=[CH:14][CH:13]=2)[CH:36]=[CH:35][S:39][CH2:38]1 |f:4.5|. Starting materials: BrCC1=C(C=CC=C1)NC(CC1=CC=C(C=C1)OCCCCCCCCCCCCCC)=O (N-[2-(bromomethyl)phenyl]-4-(tetradecyloxy)benzeneacetamide), CC1=CN=CS1 (5-methylthiazole), CCOCC (ether). Procedure details: A mixture of 3.0 g of N-[2-(bromomethyl)phenyl]-4-(tetradecyloxy)benzeneacetamide and 2.88 g of 5-methylthiazole in 25 ml of toluene is heated at reflux under argon for 2.5 hours. The mixture is poured into 200 ml of ether, cooled, the solid collected, washed with ether and dried to give 3.2 g of the desired product as a white powder, m.p. 124°-127° C. Yields the product [Br-].C[N+]1(CSC=C1)CC1=C(C=CC=C1)NC(CC1=CC=C(C=C1)OCCCCCCCCCCCCCC)=O (3-Methyl-3-[[2-[[[4-(tetradecyloxy)phenyl]acetyl]amino]phenyl]methyl]thiazolium bromide). Reaction SMILES: [Cl:1][c:2]1[n:3][c:4]2[cH:5][cH:6][c:7]([O:21][CH3:22])[cH:8][c:9]2[c:10]([CH2:12][CH2:13][NH:14][C:15]([C:16]([F:17])([F:18])[F:19])=[O:20])[cH:11]1.[Na+:33].[Na+:34].[O-:35][C:36](=[O:37])[O-:38].[OH2:39].[c:23]1([O:29][B:30]([OH:31])[OH:32])[cH:24][cH:25][cH:26][cH:27][cH:28]1.[cH:40]1[cH:41][cH:42][cH:43][cH:44][cH:45]1.[cH:46]1[cH:47][cH:48][c:49]([P:50]([Pd:51]([P:52]([c:53]2[cH:54][cH:55][cH:56][cH:57][cH:58]2)([c:59]2[cH:60][cH:61][cH:62][cH:63][cH:64]2)[c:65]2[cH:66][cH:67][cH:68][cH:69][cH:70]2)([P:71]([c:72]2[cH:73][cH:74][cH:75][cH:76][cH:77]2)([c:78]2[cH:79][cH:80][cH:81][cH:82][cH:83]2)[c:84]2[cH:85][cH:86][cH:87][cH:88][cH:89]2)[P:90]([c:91]2[cH:92][cH:93][cH:94][cH:95][cH:96]2)([c:97]2[cH:98][cH:99][cH:100][cH:101][cH:102]2)[c:103]2[cH:104][cH:105][cH:106][cH:107][cH:108]2)([c:109]2[cH:110][cH:111][cH:112][cH:113][cH:114]2)[c:115]2[cH:116][cH:117][cH:118][cH:119][cH:120]2)[cH:121][cH:122]1>>[c:2]1(-[c:23]2[cH:24][cH:25][cH:26][cH:27][cH:28]2)[n:3][c:4]2[cH:5][cH:6][c:7]([O:21][CH3:22])[cH:8][c:9]2[c:10]([CH2:12][CH2:13][NH:14][C:15]([C:16]([F:17])([F:18])[F:19])=[O:20])[cH:11]1. The reactants are COc1ccc2nc(Cl)cc(CCNC(=O)C(F)(F)F)c2c1, [Na+], [Na+], O=C([O-])[O-], O, OB(O)Oc1ccccc1, c1ccccc1, c1ccc(P(c2ccccc2)(c2ccccc2)[Pd](P(c2ccccc2)(c2ccccc2)c2ccccc2)(P(c2ccccc2)(c2ccccc2)c2ccccc2)P(c2ccccc2)(c2ccccc2)c2ccccc2)cc1. The product is COc1ccc2nc(-c3ccccc3)cc(CCNC(=O)C(F)(F)F)c2c1.